describe an organic reaction: reactants, conditions, products, and yield From a dataset of the Open Reaction Database (ORD), a public repository of structured organic reaction records. The product is FCCCNCC1OC2=CC(=CC=C2CC1)S(=O)(=O)C (3-FLUORO-N-{[7-(METHYLSULFONYL)-3,4-DIHYDRO-2H-CHROMEN-2-YL]METHYL}PROPAN-1-AMINE). Starting materials: ( 18 ), Cl.FCCCN (3-fluoropropan-1-amine HCl-salt), ( 8 ), ( 18 ), TEA MeOH, CC1=CC=C(C=C1)S(=O)(=O)OCC1OC2=CC(=CC=C2CC1)S(=O)(=O)C ([7-(methylsulfonyl)-3,4-dihydro-2H-chromen-2-yl]methyl 4-methylbenzenesulfonate), FCCCN (3-fluoropropan-1-amine), ( 9 ). Procedure details: 3-fluoropropan-1-amine HCl-salt (0.178 g, 1.52 mmol) was basified on a SCX-3 ion exchange column (TEA/MeOH). [7-(methylsulfonyl)-3,4-dihydro-2H-chromen-2-yl]methyl 4-methylbenzenesulfonate (0.020 g, 0.0561 mmol) and 3-fluoropropan-1-amine (0.15 M in MeOH/TEA:4/1, 5 ml) was heated under microwave radiation at 120° C. for 1 h 20 min. MS m/z (rel. intensity, 70 eV) 301 (M+, 3), 131 (8), 91 (9), 90 (bp), 86 (18), 70 (18). As a reaction SMILES: Cl.[F:2][CH2:3][CH2:4][CH2:5][NH2:6].CC1C=CC(S(O[CH2:18][CH:19]2[CH2:28][CH2:27][C:26]3[C:21](=[CH:22][C:23]([S:29]([CH3:32])(=[O:31])=[O:30])=[CH:24][CH:25]=3)[O:20]2)(=O)=O)=CC=1.FCCCN>>[F:2][CH2:3][CH2:4][CH2:5][NH:6][CH2:18][CH:19]1[CH2:28][CH2:27][C:26]2[C:21](=[CH:22][C:23]([S:29]([CH3:32])(=[O:31])=[O:30])=[CH:24][CH:25]=2)[O:20]1 |f:0.1|. Starting materials: ClC1=CC2=C(NC(=N2)C(C)NC(C2=CC(=C(C=C2)C(=O)N2CC=CC2)C)=O)C=C1 (rac.-N-[1-(5-chloro-1H-benzimidazol-2-yl)ethyl]-3-methyl-4-(2,5-dihydropyrrol-1-ylcarbonyl)benzamide), ClC=1C(C(=C(C(C1Cl)=O)C#N)C#N)=O (2,3-dichloro-5,6-dicyano-p-benzoquinone). Solvent: O1CCOCC1 (dioxane). The product is ClC1=CC2=C(NC(=N2)C(C)NC(C2=CC(=C(C=C2)C(=O)N2C=CC=C2)C)=O)C=C1 (rac.-N-[1-(5-chloro-1H-benzimidazol-2-yl)ethyl]-3-methyl-4-(pyrrol-1-ylcarbonyl)benzamide). RXN SMILES: [Cl:1][C:2]1[CH:29]=[CH:28][C:5]2[NH:6][C:7]([CH:9]([NH:11][C:12](=[O:27])[C:13]3[CH:18]=[CH:17][C:16]([C:19]([N:21]4[CH2:25][CH:24]=[CH:23][CH2:22]4)=[O:20])=[C:15]([CH3:26])[CH:14]=3)[CH3:10])=[N:8][C:4]=2[CH:3]=1.ClC1C(=O)C(C#N)=C(C#N)C(=O)C=1Cl>O1CCOCC1>[Cl:1][C:2]1[CH:29]=[CH:28][C:5]2[NH:6][C:7]([CH:9]([NH:11][C:12](=[O:27])[C:13]3[CH:18]=[CH:17][C:16]([C:19]([N:21]4[CH:22]=[CH:23][CH:24]=[CH:25]4)=[O:20])=[C:15]([CH3:26])[CH:14]=3)[CH3:10])=[N:8][C:4]=2[CH:3]=1. Procedure details: 200 mg (0.49 mmol) of rac.-N-[1-(5-chloro-1H-benzimidazol-2-yl)ethyl]-3-methyl-4-(2,5-dihydropyrrol-1-ylcarbonyl)benzamide and 167 mg (0.73 mmol) of 2,3-dichloro-5,6-dicyano-p-benzoquinone are stirred in 5 mL dioxane for 10 hours at 100° C. Then the solvent is distilled off and the residue is chromatographed on silica gel, eluting with dichloromethane/methanol (0%-6%). Yield: 30 mg (15%); Rf value: 0.62 (silica gel: dichloromethane/ethanol=9:1); C22H19ClN4O2 (406.875); mass spectrum: (M+H)+=407/...